From a dataset of the Open Reaction Database (ORD), a public repository of structured organic reaction records. describe an organic reaction: reactants, conditions, products, and yield The reactants are CC=1C=C(C=CC1O)CC(C)NCCC(C1=CC=CC=C1)C1=CC=CC=C1 (1-(3-methyl-4-hydroxyphenyl)-2-(3,3-diphenylpropylamino)-propane), CS(=O)C (dimethylsulfoxide), [OH-].[Na+] (sodium hydroxide), ClC1=CC=C(CCl)C=C1 (4-chlorobenzyl chloride). Solvent: O (water). Run at time 1 hour. Product: Cl.CC=1C=C(C=CC1OCC1=CC=C(C=C1)Cl)CC(C)NCCC(C1=CC=CC=C1)C1=CC=CC=C1 (1-[3-methyl-4-(4-chlorobenzyloxy)-phenyl]-2-(3,3-diphenylpropylamino)-propane hydrochloride). RXN SMILES: [CH3:1][C:2]1[CH:3]=[C:4]([CH2:9][CH:10]([NH:12][CH2:13][CH2:14][CH:15]([C:22]2[CH:27]=[CH:26][CH:25]=[CH:24][CH:23]=2)[C:16]2[CH:21]=[CH:20][CH:19]=[CH:18][CH:17]=2)[CH3:11])[CH:5]=[CH:6][C:7]=1[OH:8].CS(C)=O.[OH-].[Na+].[Cl:34][C:35]1[CH:42]=[CH:41][C:38]([CH2:39]Cl)=[CH:37][CH:36]=1>O>[ClH:34].[CH3:1][C:2]1[CH:3]=[C:4]([CH2:9][CH:10]([NH:12][CH2:13][CH2:14][CH:15]([C:16]2[CH:17]=[CH:18][CH:19]=[CH:20][CH:21]=2)[C:22]2[CH:27]=[CH:26][CH:25]=[CH:24][CH:23]=2)[CH3:11])[CH:5]=[CH:6][C:7]=1[O:8][CH2:39][C:38]1[CH:41]=[CH:42][C:35]([Cl:34])=[CH:36][CH:37]=1 |f:2.3,6.7|. Procedure details: The mixture of 7.18 g of 1-(3-methyl-4-hydroxyphenyl)-2-(3,3-diphenylpropylamino)-propane, 50 ml of dimethylsulfoxide and 2 ml of 10 N-aqueous sodium hydroxide is stirred for 1 hour at 60°. After cooling to room temperature 3.32 g of 4-chlorobenzyl chloride are added and the mixture stirred overnight at said temperature. It is poured into water, extracted with ethyl acetate, the extract dried and evaporated. The residue is taken up in isopropanol, the solution acidified with isopropanolic hydrog...